Dataset: the Open Reaction Database (ORD), a public repository of structured organic reaction records. Task: describe an organic reaction: reactants, conditions, products, and yield The reactants are OCc1[nH]ccc1Cc1ccccc1, ClCCl, CN(C)c1ccncc1, C(=NC1CCCCC1)=NC1CCCCC1, CC(C)C(C(=O)O)c1cc2cc(F)ccc2s1, CN(C)C=O. Yields the product CC(C)C(C(=O)OCc1[nH]ccc1Cc1ccccc1)c1cc2cc(F)ccc2s1. As a reaction SMILES: [CH2:1]([c:2]1[cH:3][cH:4][cH:5][cH:6][cH:7]1)[c:8]1[c:9]([CH2:13][OH:14])[nH:10][cH:11][cH:12]1.[CH2:56]([Cl:57])[Cl:58].[CH3:47][N:48]([CH3:49])[c:50]1[cH:51][cH:52][n:53][cH:54][cH:55]1.[CH:32]1([N:33]=[C:34]=[N:35][CH:36]2[CH2:37][CH2:38][CH2:39][CH2:40][CH2:41]2)[CH2:42][CH2:43][CH2:44][CH2:45][CH2:46]1.[F:15][c:16]1[cH:17][cH:18][c:19]2[c:20]([cH:21][c:22]([CH:24]([C:25](=[O:26])[OH:27])[CH:28]([CH3:29])[CH3:30])[s:23]2)[cH:31]1.[O:59]=[CH:60][N:61]([CH3:62])[CH3:63]>>[CH2:1]([c:2]1[cH:3][cH:4][cH:5][cH:6][cH:7]1)[c:8]1[c:9]([CH2:13][O:14][C:25]([CH:24]([c:22]2[cH:21][c:20]3[c:19]([cH:18][cH:17][c:16]([F:15])[cH:31]3)[s:23]2)[CH:28]([CH3:29])[CH3:30])=[O:26])[nH:10][cH:11][cH:12]1.